This data is from the Open Reaction Database (ORD), a public repository of structured organic reaction records. The task is: describe an organic reaction: reactants, conditions, products, and yield Reactants: [N+](=O)([O-])C=1C=C(C=CC1)N1C(NCC2=C1N=CC=C2)=O (1-(3-Nitrophenyl)pyrido[2,3-d]pyrimidine-2(1H,3H)-one), C(=O)([O-])[O-].[K+].[K+] (K2CO3), C(C1=CC=CC=C1)Br (benzyl bromide). Solvent: CC(=O)C (acetone). The product is [N+](=O)([O-])C=1C=C(C=CC1)N1C(N(CC2=C1N=CC=C2)CC2=CC=CC=C2)=O (1-(3-nitrophenyl)-3-benzylpyrido[2,3-d]pyrimidine-2(1H,3H)-one). Yield: 26.3%. RXN SMILES: [N+:1]([C:4]1[CH:5]=[C:6]([N:10]2[C:15]3[N:16]=[CH:17][CH:18]=[CH:19][C:14]=3[CH2:13][NH:12][C:11]2=[O:20])[CH:7]=[CH:8][CH:9]=1)([O-:3])=[O:2].C([O-])([O-])=O.[K+].[K+].[CH2:27](Br)[C:28]1[CH:33]=[CH:32][CH:31]=[CH:30][CH:29]=1>CC(C)=O>[N+:1]([C:4]1[CH:5]=[C:6]([N:10]2[C:15]3[N:16]=[CH:17][CH:18]=[CH:19][C:14]=3[CH2:13][N:12]([CH2:27][C:28]3[CH:33]=[CH:32][CH:31]=[CH:30][CH:29]=3)[C:11]2=[O:20])[CH:7]=[CH:8][CH:9]=1)([O-:3])=[O:2] |f:1.2.3|. Reported procedure: 1-(3-Nitrophenyl)pyrido[2,3-d]pyrimidine-2(1H,3H)-one (300 mg, 1.1 mmole) was suspended in acetone (100 ml). To this suspension was added powdered K2CO3 (607 mg, 4.4 mmole) and benzyl bromide (282 mg, 1.65 mmole). The suspension was refluxed for 18 hours. The suspension was filtered, while still hot, to remove solid unreacted K2CO3, which was discarded. The solvents were removed from the filtrate and the residue was purified by preparative thin-layer chromatography (eluted with ethyl acetate) yi...